The task is: describe an organic reaction: reactants, conditions, products, and yield. This data is from the Open Reaction Database (ORD), a public repository of structured organic reaction records. Starting materials: CC(C)(C)OC(=O)N1CCN(c2ncc(Br)s2)CC1, CC(C)(C)PC(C)(C)C, CCCC[Sn](CCCC)(CCCC)c1ncccn1, [Cs+], [F-], [Pd]. Yields the product CC(C)(C)OC(=O)N1CCN(c2ncc(-c3ncccn3)s2)CC1. As a reaction SMILES: [C:1]([CH3:2])([CH3:3])([CH3:4])[O:5][C:6](=[O:7])[N:8]1[CH2:9][CH2:10][N:11]([c:14]2[s:15][c:16]([Br:19])[cH:17][n:18]2)[CH2:12][CH2:13]1.[C:41]([PH:42][C:43]([CH3:44])([CH3:45])[CH3:46])([CH3:47])([CH3:48])[CH3:49].[CH2:20]([Sn:21]([CH2:22][CH2:23][CH2:24][CH3:31])([c:25]1[n:26][cH:27][cH:28][cH:29][n:30]1)[CH2:32][CH2:33][CH2:34][CH3:35])[CH2:36][CH2:37][CH3:38].[Cs+:40].[F-:39].[Pd:50]>>[C:1]([CH3:2])([CH3:3])([CH3:4])[O:5][C:6](=[O:7])[N:8]1[CH2:9][CH2:10][N:11]([c:14]2[s:15][c:16](-[c:25]3[n:26][cH:27][cH:28][cH:29][n:30]3)[cH:17][n:18]2)[CH2:12][CH2:13]1.